From a dataset of the Open Reaction Database (ORD), a public repository of structured organic reaction records. describe an organic reaction: reactants, conditions, products, and yield Starting materials: FC=1C=C(C=CC1OC)C=1OC2=CC=CC=C2C(C1)=O (2-(3-Fluoro-4-methoxyphenyl)chromen-4-one), CC(=O)O (AcOH), O (Water). Run in I (HI). Run at temperature 110 celsius, time 4 hour. The product is FC=1C=C(C=CC1O)C=1OC2=CC=CC=C2C(C1)=O (2-(3-fluoro-4-hydroxyphenyl)chromen-4-one). Yield: 72.5%. Reaction SMILES: [F:1][C:2]1[CH:3]=[C:4]([C:10]2[O:11][C:12]3[C:17]([C:18](=[O:20])[CH:19]=2)=[CH:16][CH:15]=[CH:14][CH:13]=3)[CH:5]=[CH:6][C:7]=1[O:8]C.CC(O)=O.O>I>[F:1][C:2]1[CH:3]=[C:4]([C:10]2[O:11][C:12]3[C:17]([C:18](=[O:20])[CH:19]=2)=[CH:16][CH:15]=[CH:14][CH:13]=3)[CH:5]=[CH:6][C:7]=1[OH:8]. Procedure details: To a solution of 2′-hydroxyacetophenone (1.36 g, 10 mmol) in 20 mL anhydrous pyridine was added 3-fluoro-4-methoxybenzoyl chloride (1.89 g, 10 mmol) and the reaction mixture was stirred at rt for 15 h under a nitrogen atmosphere. The reaction mixture was poured into 200 mL of 2 N HCl. The formed solid was isolated by filtration, washed with water and dried under vacuum to give a white solid (2.76 g, 95.7%). The compound (2.68 g, 9.3 mmol) was dissolved in 10 mL anhydrous pyridine. Powdered potas... The reactants are O=C(C(=O)OC)CC (methyl 2-oxobutanoate), BrBr (bromine). The solvent is CCOC(=O)C (EtOAc), C(Cl)Cl (DCM). Run at time 2 hour. The product is BrC(C(C(=O)OC)=O)C (methyl 3-bromo-2-oxobutanoate). Isolated yield 71.1%. As a reaction SMILES: [O:1]=[C:2]([CH2:7][CH3:8])[C:3]([O:5][CH3:6])=[O:4].[Br:9]Br>C(Cl)Cl.CCOC(C)=O>[Br:9][CH:7]([CH3:8])[C:2](=[O:1])[C:3]([O:5][CH3:6])=[O:4]. Reported procedure: To a solution of methyl 2-oxobutanoate (6.92 g, 59.6 mmol) in DCM (60 mL) at 0° C. was added bromine (3.10 mL, 60.3 mmol). The reaction mixture was warmed to room temperature and stirred for 2 h, diluted with EtOAc, washed with saturated NaHCO3 (2×), water (1×), brine (1×), dried over MgSO4, filtered, and concentrated. The product, methyl 3-bromo-2-oxobutanoate, (8.26 g, 42.4 mmol, 71% yield) was used in the next step without further purification. The reactants are C(C)OC(=O)C1(CCN(CC1)CC1=CC=CC=C1)CCOC (1-benzyl-4-(2-methoxyethyl)-piperidine-4-carboxylic acid ethyl ester), FC(OC1=CC=C(N)C=C1)(F)F (4-(trifluormethoxy)aniline), [Cl-].C[Al+]C (dimethylaluminium chloride). The solvent is C1(=CC=CC=C1)C (toluene). Yields the product C(C1=CC=CC=C1)N1CCC2(CCN(C2=O)C2=CC=C(C=C2)OC(F)(F)F)CC1 (8-benzyl-2-(4-trifluoromethoxy-phenyl)-2,8-diaza-spiro[4.5]decan-1-one). Reaction SMILES: C(O[C:4]([C:6]1([CH2:19][CH2:20]OC)[CH2:11][CH2:10][N:9]([CH2:12][C:13]2[CH:18]=[CH:17][CH:16]=[CH:15][CH:14]=2)[CH2:8][CH2:7]1)=[O:5])C.[F:23][C:24]([F:34])([F:33])[O:25][C:26]1[CH:32]=[CH:31][C:29]([NH2:30])=[CH:28][CH:27]=1.[Cl-].C[Al+]C>C1(C)C=CC=CC=1>[CH2:12]([N:9]1[CH2:8][CH2:7][C:6]2([C:4](=[O:5])[N:30]([C:29]3[CH:31]=[CH:32][C:26]([O:25][C:24]([F:23])([F:33])[F:34])=[CH:27][CH:28]=3)[CH2:20][CH2:19]2)[CH2:11][CH2:10]1)[C:13]1[CH:14]=[CH:15][CH:16]=[CH:17][CH:18]=1 |f:2.3|. Procedure: To a solution of 1-benzyl-4-(2-methoxyethyl)-piperidine-4-carboxylic acid ethyl ester (5.2 g, 0.017 mol) and 4-(trifluormethoxy)aniline (4.57 ml, 0.034 mol) in toluene (200 ml) under an argon atmosphere at room temperature, was added dimethylaluminium chloride (0.9M solution in heptane, 37 ml, 0.034 mol) and the mixture was refluxed for 4 hours. The reaction mixture was cooled to room temperature and quenched was sat. Na2SO4(aq) solution and the mixture was filtered through Celite® and evaporate...